From a dataset of the Open Reaction Database (ORD), a public repository of structured organic reaction records. describe an organic reaction: reactants, conditions, products, and yield The reactants are CC(C)=CCC(CC(O)C(Cc1ccccc1)NC(=O)OC(C)(C)C)C(=O)NC1CC2CCC1C2, CO. Product: CC(C)CCC(CC(O)C(Cc1ccccc1)NC(=O)OC(C)(C)C)C(=O)NC1CC2CCC1C2. As a reaction SMILES: [C:1]([CH3:2])([CH3:3])([CH3:4])[O:5][C:6]([NH:7][CH:8]([CH:9]([CH2:10][CH:11]([CH2:12][CH:13]=[C:14]([CH3:15])[CH3:16])[C:17]([NH:18][CH:19]1[CH:20]2[CH2:21][CH2:22][CH:23]([CH2:24]1)[CH2:25]2)=[O:26])[OH:27])[CH2:28][c:29]1[cH:30][cH:31][cH:32][cH:33][cH:34]1)=[O:35].[CH3:36][OH:37]>>[C:1]([CH3:2])([CH3:3])([CH3:4])[O:5][C:6]([NH:7][CH:8]([CH:9]([CH2:10][CH:11]([CH2:12][CH2:13][CH:14]([CH3:15])[CH3:16])[C:17]([NH:18][CH:19]1[CH:20]2[CH2:21][CH2:22][CH:23]([CH2:24]1)[CH2:25]2)=[O:26])[OH:27])[CH2:28][c:29]1[cH:30][cH:31][cH:32][cH:33][cH:34]1)=[O:35]. The reactants are ClC=1C=C(C=CC1Cl)N1C2=C(C(C3=CC=CN=C13)=O)CC(O2)C (9-(3,4-Dichlorophenyl)-3,9-dihydro-2-methyl-furo[2,3-b][1,8]naphthyridin-4(2H)-one), [I-].[Na+] (sodium iodide), ice water. Solvent: CC(=O)N(C)C (dimethylacetamide). Product: ClC=1C=C(C=CC1Cl)N1C(C2=C(C=3C=CC=NC13)OC(C2)C)=O (5-(3,4-Dichlorophenyl)-3,5-dihydro-2-methyl-furo[3,2-c][1,8]naphthyridin-4(2H)-one). As a reaction SMILES: [Cl:1][C:2]1[CH:3]=[C:4]([N:9]2[C:18]3[C:13](=[CH:14][CH:15]=[CH:16][N:17]=3)[C:12](=[O:19])[C:11]3[CH2:20][CH:21]([CH3:23])[O:22][C:10]2=3)[CH:5]=[CH:6][C:7]=1[Cl:8].[I-].[Na+]>CC(N(C)C)=O>[Cl:1][C:2]1[CH:3]=[C:4]([N:9]2[C:18]3[N:17]=[CH:16][CH:15]=[CH:14][C:13]=3[C:12]3[O:19][CH:21]([CH3:23])[CH2:20][C:11]=3[C:10]2=[O:22])[CH:5]=[CH:6][C:7]=1[Cl:8] |f:1.2|. Procedure details: To a solution of 9-(3,4-dichlorophenyl)-3,9-dihydro-2-methyl-furo[2,3-b][1,8]naphthyridin-4(2H)-one (125 mg.) (prepared as in example 2) in dimethylacetamide (20 ml.) in an atmosphere of nitrogen was added sodium iodide (250 mg.). The solution was refluxed for 4 hrs., and it was poured over ice-water, filtered, dried and recrystallized from isopropanol to yield the desired product, m.p. 273°-274° C.